Dataset: the Open Reaction Database (ORD), a public repository of structured organic reaction records. Task: describe an organic reaction: reactants, conditions, products, and yield The reactants are C[O-].[Na+] (sodium methylate), FC(CNC(C1=C(C(=CC(=C1)F)NC(COC(C)=O)=O)O)=O)(F)F (3-acetoxyacetamido-5-fluoro-2-hydroxy-benzoic acid-(2,2,2,-trifluoro-ethyl)amide), C(C1=CC=CC=C1)Br (benzylbromide). The solvent is C1CCOC1 (THF). Conditions: time 15 minute. Yields the product FC(CNC(C1=C(C(=CC(=C1)F)NC(COC(C)=O)=O)OCC1=CC=CC=C1)=O)(F)F (5-Fluoro-3-acetoxyacetamido-2-benzyloxybenzoic acid-(2,2,2,-trifluoro-ethyl)amide). RXN SMILES: [F:1][C:2]([F:24])([F:23])[CH2:3][NH:4][C:5](=[O:22])[C:6]1[CH:11]=[C:10]([F:12])[CH:9]=[C:8]([NH:13][C:14](=[O:20])[CH2:15][O:16][C:17](=[O:19])[CH3:18])[C:7]=1[OH:21].C[O-].[Na+].[CH2:28](Br)[C:29]1[CH:34]=[CH:33][CH:32]=[CH:31][CH:30]=1>C1COCC1>[F:24][C:2]([F:1])([F:23])[CH2:3][NH:4][C:5](=[O:22])[C:6]1[CH:11]=[C:10]([F:12])[CH:9]=[C:8]([NH:13][C:14](=[O:20])[CH2:15][O:16][C:17](=[O:19])[CH3:18])[C:7]=1[O:21][CH2:28][C:29]1[CH:34]=[CH:33][CH:32]=[CH:31][CH:30]=1 |f:1.2|. Procedure details: 7.75 g (22 mmol) of 3-acetoxyacetamido-5-fluoro-2-hydroxy-benzoic acid-(2,2,2,-trifluoro-ethyl)amide (Example 37d) is dissolved in 50 ml of dry THF. 1.35 g (25 mmol) of sodium methylate is added, stirred for 15 minutes at room temperature, 4.27 g (25 mmol) of benzylbromide is added and refluxed for 1 hour. The reaction solution is then cooled to room temperature, NaBr is filtered off, the filtrate is concentrated by evaporation in a vacuum and the residue is chromatographed on silica gel 60 with... The reactants are C(C)OC(C)=O.Cl (hydrochloric acid ethyl acetate), COC(=O)C=1N(C(C2=CC=C(C=C2C1C1=CC=CC=C1)NCC1=CC=CC=C1)=O)CC1=CC=C(C=C1)C(=O)OC(C)(C)C (6-benzylamino-2-(4-tert-butoxycarbonylbenzyl)-1-oxo-4-phenyl-1,2-dihydroisoquinoline-3-carboxylic acid methyl ester). Conditions: time 6 hour. The product is Cl.COC(=O)C=1N(C(C2=CC=C(C=C2C1C1=CC=CC=C1)NCC1=CC=CC=C1)=O)CC1=CC=C(C=C1)C(=O)O (6-benzylamino-2-(4-carboxybenzyl)-1-oxo-4-phenyl-1,2-dihydroisoquinoline-3-carboxylic acid methyl ester hydrochloride). As a reaction SMILES: C(OC(=O)C)C.[ClH:7].[CH3:8][O:9][C:10]([C:12]1[N:13]([CH2:37][C:38]2[CH:43]=[CH:42][C:41]([C:44]([O:46]C(C)(C)C)=[O:45])=[CH:40][CH:39]=2)[C:14](=[O:36])[C:15]2[C:20]([C:21]=1[C:22]1[CH:27]=[CH:26][CH:25]=[CH:24][CH:23]=1)=[CH:19][C:18]([NH:28][CH2:29][C:30]1[CH:35]=[CH:34][CH:33]=[CH:32][CH:31]=1)=[CH:17][CH:16]=2)=[O:11]>>[ClH:7].[CH3:8][O:9][C:10]([C:12]1[N:13]([CH2:37][C:38]2[CH:39]=[CH:40][C:41]([C:44]([OH:46])=[O:45])=[CH:42][CH:43]=2)[C:14](=[O:36])[C:15]2[C:20]([C:21]=1[C:22]1[CH:23]=[CH:24][CH:25]=[CH:26][CH:27]=1)=[CH:19][C:18]([NH:28][CH2:29][C:30]1[CH:35]=[CH:34][CH:33]=[CH:32][CH:31]=1)=[CH:17][CH:16]=2)=[O:11] |f:0.1,3.4|. Reported procedure: To 4N-hydrochloric acid ethyl acetate solution (6 ml) was added 6-benzylamino-2-(4-tert-butoxycarbonylbenzyl)-1-oxo-4-phenyl-1,2-dihydroisoquinoline-3-carboxylic acid methyl ester (300 mg), and the mixture was stirred at room temperature for 6 hrs. Crystals were collected by filtration to give the title compound (260 mg). Starting materials: O (water), [H-].[Na+] (Sodium hydride), C(C)C1=C(C=CC=C1)S (2-ethylthiophenol), ClC=1C(=C2C=CC=NC2=C(C1)NC(C)=O)[N+](=O)[O-] (N-(6-chloro-5-nitro-quinolin-8-yl)-acetamide). The solvent is O1CCCC1 (tetrahydrofuran). Conditions: time 15 minute. The product is C(C)C1=C(C=CC=C1)SC=1C(=C2C=CC=NC2=C(C1)NC(C)=O)[N+](=O)[O-] (N-[6-(2-Ethyl-phenylsulfanyl)-5-nitro-quinolin-8-yl]-acetamide). As a reaction SMILES: [H-].[Na+].[CH2:3]([C:5]1[CH:10]=[CH:9][CH:8]=[CH:7][C:6]=1[SH:11])[CH3:4].Cl[C:13]1[C:14]([N+:27]([O-:29])=[O:28])=[C:15]2[C:20](=[C:21]([NH:23][C:24](=[O:26])[CH3:25])[CH:22]=1)[N:19]=[CH:18][CH:17]=[CH:16]2.O>O1CCCC1>[CH2:3]([C:5]1[CH:10]=[CH:9][CH:8]=[CH:7][C:6]=1[S:11][C:13]1[C:14]([N+:27]([O-:29])=[O:28])=[C:15]2[C:20](=[C:21]([NH:23][C:24](=[O:26])[CH3:25])[CH:22]=1)[N:19]=[CH:18][CH:17]=[CH:16]2)[CH3:4] |f:0.1|. Procedure: Sodium hydride (0.09 g of 60% in oil) is added to 2-ethylthiophenol (0.26 g) in tetrahydrofuran (10 mL) and stirred for 15 minutes. N-(6-chloro-5-nitro-quinolin-8-yl)-acetamide (Gilman H., et al., Journal of American Chemical Society, 1946;66:1577) (0.5 g) is added and the mixture stirred at room temperature for 12 hours. The mixture is added to water (150 mL) and extracted with ethyl acetate (3×100 mL). The extracts are washed with saturated brine (150 mL), dried over magnesium sulfate, filtere...